From a dataset of the Open Reaction Database (ORD), a public repository of structured organic reaction records. describe an organic reaction: reactants, conditions, products, and yield The reactants are Cl.[Na] (sodium hydrochloride), Cl.COCCC=1NCCN1 (2-(2-methoxyethyl)-2-imidazoline hydrochloride). Yields the product 14.0, COCCC=1NCCN1 (2-(2-methoxyethyl)-2-imidazoline). As a reaction SMILES: Cl.[Na].Cl.[CH3:4][O:5][CH2:6][CH2:7][C:8]1[NH:9][CH2:10][CH2:11][N:12]=1>>[CH3:4][O:5][CH2:6][CH2:7][C:8]1[NH:12][CH2:11][CH2:10][N:9]=1 |f:0.1,2.3,^1:1|. Procedure: 100 Parts of 6N sodium hydrochloride in a suitable reaction vessel are cooled to 5° C. with an ice-water bath and 22.7 parts of the 2-(2-methoxyethyl)-2-imidazoline hydrochloride of Example 2 are added to the cold solution. An oil separates. The contents of the vessel are transferred to a separatory vessel and the aqueous phase is extracted four times with 30 parts of reagent grade tetrahydrofuran. The combined tetrahydrofuran extracts are dried over anhydrous potassium carbonate for 15 hours. T... The reactants are CCN(CC)C(=O)c1ccc(Cc2ccccc2OC)cc1, C1CCCCC1, Cc1ccccc1, CCCCCC, [Li]C(C)CC, Cl. The product is CCC(C)C(=O)c1ccc(Cc2ccccc2OC)cc1. RXN SMILES: [CH2:1]([N:2]([CH2:3][CH3:21])[C:4](=[O:5])[c:6]1[cH:7][cH:8][c:9]([CH2:10][c:11]2[c:12]([O:17][CH3:18])[cH:13][cH:14][cH:15][cH:16]2)[cH:19][cH:20]1)[CH3:22].[CH2:42]1[CH2:43][CH2:44][CH2:45][CH2:46][CH2:47]1.[CH3:29][c:30]1[cH:31][cH:32][cH:33][cH:34][cH:35]1.[CH3:36][CH2:37][CH2:38][CH2:39][CH2:40][CH3:41].[CH:23]([CH3:24])([CH2:25][CH3:26])[Li:27].[ClH:28]>>[C:4](=[O:5])([c:6]1[cH:7][cH:8][c:9]([CH2:10][c:11]2[c:12]([O:17][CH3:18])[cH:13][cH:14][cH:15][cH:16]2)[cH:19][cH:20]1)[CH:23]([CH3:24])[CH2:25][CH3:26]. Reactants: S(O)(O)(=O)=O (sulfuric acid), COC(=O)C(C)=C (methoxymethacrolein), NC1=C(C=CC=C1)O (o-aminophenol), [N+](=O)([O-])C1=C(C=CC=C1)O (o-nitrophenol), [OH-].[Na+] (sodium hydroxide). Solvent: CO (methanol), O (water). Reaction conditions: temperature 70 celsius. Product: COCC=1C=NC2=C(C=CC=C2C1)O (3-(Methoxymethyl)-8-quinolinol). As a reaction SMILES: S(=O)(=O)(O)O.[NH2:6][C:7]1[CH:12]=[CH:11][CH:10]=[CH:9][C:8]=1[OH:13].[N+](C1C=CC=CC=1O)([O-])=O.[CH3:24][O:25][C:26]([C:28](=[CH2:30])[CH3:29])=O.[OH-].[Na+]>O.CO>[CH3:24][O:25][CH2:26][C:28]1[CH:29]=[N:6][C:7]2[C:12]([CH:30]=1)=[CH:11][CH:10]=[CH:9][C:8]=2[OH:13] |f:4.5|. Reported procedure: A solution of methanol and sulfuric acid (10.0 g, 0.1 mol) is heated to 65° C., treated with o-aminophenol (4.36 g, 0.04 mol) and o-nitrophenol (2.78 g, 0.02 mol), heated to 70° C., treated with methoxymethacrolein (6.0 g, 0.06 mol) over 40 minutes at 85° to 90° C. and diluted with water. The aqueous mixture is adjusted to about pH 2 with 50% sodium hydroxide solution and filtered. The filtrate is adjusted to about pH 7 with 50% sodium hydroxide solution and extracted with chloroform. The combin... The reactants are N1(C=NC=C1)C1=CC2=C(OCCNCCO2)C=C1 (9-(1H-imidazol-1-yl)-3,4,5,6-tetrahydro-2H-1,7,4-benzodioxazonine), C[Al](C)C (trimethylaluminum), CS(=O)(=O)NC1=CC=C(C=C1)CC(=O)OC (4-[(methylsulfonyl)amino]benzeneacetic acid, methyl ester). Yields the product N1(C=NC=C1)C1=CC2=C(OCCN(CCO2)C(CC2=CC=C(C=C2)NS(=O)(=O)C)=O)C=C1 (9-(1H-Imidazol-1-yl)-4-[2-[4-[(methylsulfonyl)amino]phenyl]acetyl]-3,4,5,6-tetrahydro-2H-1,7,4-benzodioxazonine). RXN SMILES: [N:1]1([C:6]2[CH:18]=[CH:17][C:9]3[O:10][CH2:11][CH2:12][NH:13][CH2:14][CH2:15][O:16][C:8]=3[CH:7]=2)[CH:5]=[CH:4][N:3]=[CH:2]1.C[Al](C)C.[CH3:23][S:24]([NH:27][C:28]1[CH:33]=[CH:32][C:31]([CH2:34][C:35](OC)=[O:36])=[CH:30][CH:29]=1)(=[O:26])=[O:25]>>[N:1]1([C:6]2[CH:18]=[CH:17][C:9]3[O:10][CH2:11][CH2:12][N:13]([C:35](=[O:36])[CH2:34][C:31]4[CH:30]=[CH:29][C:28]([NH:27][S:24]([CH3:23])(=[O:25])=[O:26])=[CH:33][CH:32]=4)[CH2:14][CH2:15][O:16][C:8]=3[CH:7]=2)[CH:5]=[CH:4][N:3]=[CH:2]1. Reported procedure: In a manner similar to preparation 7, react 9-(1H-imidazol-1-yl)-3,4,5,6-tetrahydro-2H-1,7,4-benzodioxazonine, trimethylaluminum, and 4-[(methylsulfonyl)amino]benzeneacetic acid, methyl ester to obtain the title compound. Reactants: BrC1=C(C=CC=C1)B1OCCN(CCO1)CCCC (2-(2′-bromophenyl)-6-butyl[1,3,6,2]dioxazaborocan), [Li]CCCC (n-BuLi), Cl (HCl), CC(=O)C (acetone). Run in C1CCOC1 (THF). Conditions: temperature -78 celsius, time 20 minute. Yields the product CC1(C2=C(B(O1)O)C=CC=C2)C (3,3-Dimethyl-3H-benzo[c][1,2]oxaborol-1-ol). The yield is 37.7%. RXN SMILES: Br[C:2]1[CH:7]=[CH:6][CH:5]=[CH:4][C:3]=1[B:8]1[O:15][CH2:14][CH2:13]N(CCCC)CC[O:9]1.[Li][CH2:21]CCC.CC(C)=O.Cl>C1COCC1>[CH3:21][C:14]1([CH3:13])[O:15][B:8]([OH:9])[C:3]2[CH:2]=[CH:7][CH:6]=[CH:5][C:4]1=2. Reported procedure: To a solution of 2-(2′-bromophenyl)-6-butyl[1,3,6,2]dioxazaborocan (93.1 g, 277.1 mmol) in THF (2.3 L) at −78° C. was added n-BuLi (133.0 mL, 2.5M in hexane, 332.5 mmol, 1.2 equiv.) dropwise via a syringe over a period of 10 min while maintaining reaction temperature at −78° C. After the addition the reaction solution was stirred for 20 min at −78° C. before acetone (23.2 mL, 387.9 mmol, 1.4 equiv.) was added dropwise via a syringe over a period of 10 min while maintaining the reaction temperatu...